Dataset: the Open Reaction Database (ORD), a public repository of structured organic reaction records. Task: describe an organic reaction: reactants, conditions, products, and yield Reactants: CN(C)C=O, O=C=Nc1ccc(F)c([N+](=O)[O-])c1, CCOC(=O)C(=O)c1csc(N)n1. The product is CCOC(=O)C(=O)c1csc(NC(=O)Nc2ccc(F)c([N+](=O)[O-])c2)n1. As a reaction SMILES: [CH3:27][N:28]([CH3:29])[CH:30]=[O:31].[F:14][c:15]1[c:16]([N+:24](=[O:25])[O-:26])[cH:17][c:18]([N:21]=[C:22]=[O:23])[cH:19][cH:20]1.[NH2:1][c:2]1[s:3][cH:4][c:5]([C:7]([C:8](=[O:9])[O:10][CH2:11][CH3:12])=[O:13])[n:6]1>>[NH:1]([c:2]1[s:3][cH:4][c:5]([C:7]([C:8](=[O:9])[O:10][CH2:11][CH3:12])=[O:13])[n:6]1)[C:22]([NH:21][c:18]1[cH:17][c:16]([N+:24](=[O:25])[O-:26])[c:15]([F:14])[cH:20][cH:19]1)=[O:23]. Starting materials: CN(C)C, CC(C)=O, COc1nc(Cl)nc(OC)n1, C1CCOC1. The product is [Cl-], COc1nc(OC)nc([N+](C)(C)C)n1. Reaction SMILES: [CH3:12][N:13]([CH3:14])[CH3:15].[CH3:16][C:17](=[O:18])[CH3:19].[Cl:1][c:2]1[n:3][c:4]([O:10][CH3:11])[n:5][c:6]([O:8][CH3:9])[n:7]1.[O:20]1[CH2:21][CH2:22][CH2:23][CH2:24]1>>[Cl-:1].[c:2]1([N+:13]([CH3:12])([CH3:14])[CH3:15])[n:3][c:4]([O:10][CH3:11])[n:5][c:6]([O:8][CH3:9])[n:7]1. The reactants are CC(C)N(CC1CN(C(=O)OC(C)(C)C)CCN1c1ncc(C(O)(C(F)(F)F)C(F)(F)F)cn1)S(C)(=O)=O, O=S(=O)(Cl)c1ccc(Cl)nc1, ClCCl, O=C(O)C(F)(F)F. The product is CC(C)N(CC1CN(S(=O)(=O)c2ccc(Cl)nc2)CCN1c1ncc(C(O)(C(F)(F)F)C(F)(F)F)cn1)S(C)(=O)=O. RXN SMILES: [CH3:1][CH:2]([CH3:3])[N:4]([S:5](=[O:6])(=[O:7])[CH3:8])[CH2:9][CH:10]1[CH2:11][N:12]([C:32]([O:33][C:34]([CH3:35])([CH3:36])[CH3:37])=[O:38])[CH2:13][CH2:14][N:15]1[c:16]1[n:17][cH:18][c:19]([C:22]([C:23]([F:24])([F:25])[F:26])([C:27]([F:28])([F:29])[F:30])[OH:31])[cH:20][n:21]1.[Cl:46][c:47]1[cH:48][cH:49][c:50]([S:53](=[O:54])(=[O:55])[Cl:56])[cH:51][n:52]1.[Cl:57][CH2:58][Cl:59].[F:39][C:40]([F:41])([F:42])[C:43]([OH:44])=[O:45]>>[CH3:1][CH:2]([CH3:3])[N:4]([S:5](=[O:6])(=[O:7])[CH3:8])[CH2:9][CH:10]1[CH2:11][N:12]([S:53]([c:50]2[cH:49][cH:48][c:47]([Cl:46])[n:52][cH:51]2)(=[O:54])=[O:55])[CH2:13][CH2:14][N:15]1[c:16]1[n:17][cH:18][c:19]([C:22]([C:23]([F:24])([F:25])[F:26])([C:27]([F:28])([F:29])[F:30])[OH:31])[cH:20][n:21]1.